The task is: describe an organic reaction: reactants, conditions, products, and yield. This data is from the Open Reaction Database (ORD), a public repository of structured organic reaction records. Product: CC(CO)(CO)CCC (2-methyl-2-propylpropane-1,3-diol). Starting materials: CC(C=O)CCC (2-methyl pentanal), C=O (formaldehyde). RXN SMILES: [CH3:1][CH:2]([CH2:5][CH2:6][CH3:7])[CH:3]=[O:4].[CH2:8]=[O:9]>>[CH3:1][C:2]([CH2:5][CH2:6][CH3:7])([CH2:8][OH:9])[CH2:3][OH:4]. Reported procedure: is a known synthetic perfume obtainable from 2-methyl pentanal 23 (cf. following scheme). The educt 23 is reacted with 2 equivalents of formaldehyde in a crossed Canizzaro reaction to form 2-methyl-2-propylpropane-1,3-diol 24. The diol 24 may then be acetalized with 2-methylpentanal 23 to form Troënan® 22. The reactants are ClC=1C(=NC=CC1)NC=1C(C2=CC=CC=C2C(C1Cl)=O)=O (2-(3-chloro-2-pyridylamino)-3-chloro-1,4-dihydro-1,4-dioxonaphthalene). The solvent is OCC(O)CO (glycerol). Product: ClC=1C=2N(C=CC1)C1=C(N2)C(C=2C=CC=CC2C1=O)=O (4-chloro-6,11-dihydro-6,11-dioxo-naptho[2',3':4,5]imidazo[1,2-a]pyridine). Yield: 39.9%. Reaction SMILES: [Cl:1][C:2]1[C:3]([NH:8][C:9]2[C:10](=[O:21])[C:11]3[C:16]([C:17](=[O:20])[C:18]=2Cl)=[CH:15][CH:14]=[CH:13][CH:12]=3)=[N:4][CH:5]=[CH:6][CH:7]=1>OCC(CO)O>[Cl:1][C:2]1[C:3]2[N:4]([C:18]3[C:17](=[O:20])[C:16]4[CH:15]=[CH:14][CH:13]=[CH:12][C:11]=4[C:10](=[O:21])[C:9]=3[N:8]=2)[CH:5]=[CH:6][CH:7]=1. Procedure details: 850 mg (2.66 mmol) of 2-(3-chloro-2-pyridylamino)-3-chloro-1,4-dihydro-1,4-dioxonaphthalene in solution in 80 mL of glycerol is brought to 190° C. for 20 min. After complete cooling, the yellow precipitate obtained is filtered on fritted glass, washed w-th distilled water, and recrystallized in methanol after decoloration with animal black to produce 300 mg of 4-chloro-6,11-dihydro-6,11-dioxo-naptho[2',3':4,5]imidazo[1,2-a]pyridine in the form of yellow crystals.